Task: describe an organic reaction: reactants, conditions, products, and yield. Dataset: the Open Reaction Database (ORD), a public repository of structured organic reaction records Run in O1CCCC1 (tetrahydrofuran). Yield: 78.6%. Reaction conditions: time 14 hour. The reactants are C1(=CC=CC=C1)P(C1=CC=CC=C1)C1=CC=CC=C1 (Triphenylphosphine), C(C)(C)(C)OC(=O)N1CCC(CC1)O (N-tert-butoxycarbonyl-4-hydroxypiperidine), ClC=1C=C(C=C(C1)Cl)O (3,5-dichlorophenol), N(=NC(=O)OCC)C(=O)OCC (diethyl azodicarboxylate). RXN SMILES: C1(P(C2C=CC=CC=2)C2C=CC=CC=2)C=CC=CC=1.[C:20]([O:24][C:25]([N:27]1[CH2:32][CH2:31][CH:30]([OH:33])[CH2:29][CH2:28]1)=[O:26])([CH3:23])([CH3:22])[CH3:21].[Cl:34][C:35]1[CH:36]=[C:37](O)[CH:38]=[C:39]([Cl:41])[CH:40]=1.N(C(OCC)=O)=NC(OCC)=O>O1CCCC1>[C:20]([O:24][C:25]([N:27]1[CH2:32][CH2:31][CH:30]([O:33][C:37]2[CH:36]=[C:35]([Cl:34])[CH:40]=[C:39]([Cl:41])[CH:38]=2)[CH2:29][CH2:28]1)=[O:26])([CH3:23])([CH3:21])[CH3:22]. Procedure: Triphenylphosphine (786 mg) was added to a solution of N-tert-butoxycarbonyl-4-hydroxypiperidine (603 mg), 3,5-dichlorophenol (489 mg) and diethyl azodicarboxylate (522 mg) in tetrahydrofuran (15 mL) at room temperature. After stirring at room temperature for 14 hr, the reaction mixture was evaporated in vacuo. The residue was purified by silica gel column chromatography (ethyl acetate:hexane=1:6) to give the titled compound (815 mg) as a colorless oil: 1H NMR (400 MHz, CDCl3) δ 1.48 (s, 9H), 1.... Yields the product C(C)(C)(C)OC(=O)N1CCC(CC1)OC1=CC(=CC(=C1)Cl)Cl (N-tert-Butoxycarbonyl-4-(3,5-Dichlorophenoxy)piperidine). Starting materials: C([O-])(O)=O.[Na+] (sodium bicarbonate), CNCCC1=CC=C(OC2=NC=C(C(=O)N)C=C2)C=C1 (6-[4-(2-Methylamino-ethyl)-phenoxy]-nicotinamide), C(C1=CC=CC=C1)=O (benzaldehyde), C(C)(=O)O[BH-](OC(C)=O)OC(C)=O.[Na+] (sodium triacetoxyborohydride), C(C)(=O)O (acetic acid). The solvent is ClCCCl (1,2-dichloroethane), O1CCCC1 (tetrahydrofuran). Yields the product C(C1=CC=CC=C1)N(CCC1=CC=C(OC2=NC=C(C(=O)N)C=C2)C=C1)C (6-{4-[2-(benzyl-methyl-amino)-ethyl]-phenoxy}-nicotinamide). Yield: 58.0%. Reaction SMILES: [CH3:1][NH:2][CH2:3][CH2:4][C:5]1[CH:20]=[CH:19][C:8]([O:9][C:10]2[CH:18]=[CH:17][C:13]([C:14]([NH2:16])=[O:15])=[CH:12][N:11]=2)=[CH:7][CH:6]=1.[CH:21](=O)[C:22]1[CH:27]=[CH:26][CH:25]=[CH:24][CH:23]=1.C(O[BH-](OC(=O)C)OC(=O)C)(=O)C.[Na+].C(O)(=O)C.C(=O)(O)[O-].[Na+]>ClCCCl.O1CCCC1>[CH2:21]([N:2]([CH3:1])[CH2:3][CH2:4][C:5]1[CH:6]=[CH:7][C:8]([O:9][C:10]2[CH:18]=[CH:17][C:13]([C:14]([NH2:16])=[O:15])=[CH:12][N:11]=2)=[CH:19][CH:20]=1)[C:22]1[CH:27]=[CH:26][CH:25]=[CH:24][CH:23]=1 |f:2.3,5.6|. Procedure: Combine 6-[4-(2-Methylamino-ethyl)-phenoxy]-nicotinamide (135 mg, 0.5 mmol), benzaldehyde (53 μL, 0.52 mmol), sodium triacetoxyborohydride (0.21 g, 1.0 mmol), acetic acid (30 μL, 0.52 mmol), tetrahydrofuran (1 mL), and 1,2-dichloroethane (5 mL) then stir at room temperature for 18 hours. Dilute the reaction with saturated aqueous sodium bicarbonate solution and extract with ethyl acetate (3×50 mL). Dry the combined ethyl acetate extracts with sodium chloride/magnesium sulfate, filter, and concen... Starting materials: O[C@H]1[C@H](O)[C@@H](O)[C@@H](O)[C@H](O1)CO (β-D-galactose), C(CCCCCCCCC)N (decylamine), O (water). The solvent is CO.C(C)OCC (Methanol ethyl ether). Yields the product C(CCCCCCCCC)NC1[C@H](O)[C@@H](O)[C@@H](O)[C@H](O1)CO (N-decyl galactosylamine). Yield: 90.0%. As a reaction SMILES: O[C@@H:2]1[O:10][C@H:9]([CH2:11][OH:12])[C@H:7]([OH:8])[C@H:5]([OH:6])[C@H:3]1[OH:4].[CH2:13]([NH2:23])[CH2:14][CH2:15][CH2:16][CH2:17][CH2:18][CH2:19][CH2:20][CH2:21][CH3:22].O>CO.C(OCC)C>[CH2:13]([NH:23][CH:2]1[O:10][C@H:9]([CH2:11][OH:12])[C@H:7]([OH:8])[C@H:5]([OH:6])[C@H:3]1[OH:4])[CH2:14][CH2:15][CH2:16][CH2:17][CH2:18][CH2:19][CH2:20][CH2:21][CH3:22] |f:3.4|. Procedure: β-D-galactose (10 g, 1 eq), decylamine (8.7 g, 1 eq), and water (2 g, 3eq) were heated in a reaction flask for 20 min at 80° C. Methanol/ethyl ether (50 v/50 v) was added, the product was filtered, washed with ethyl ether (2×50 ml) and dried, to give a 90% yield. The reactants are N([C@@H](CC(C)C)[C@@H](O)CC(=O)O)C(=O)OCC1=CC=CC=C1 (Z-Sta-OH), C([O-])([O-])=O.[Cs+].[Cs+] (cesium carbonate). Run in CO (methanol). Reaction conditions: temperature 25 celsius, time 18 hour. Yields the product N([C@@H](CC(C)C)[C@@H](O)CC(=O)OC)C(=O)OCC1=CC=CC=C1 (Z-Sta-OMe). Reaction SMILES: [NH:1]([C:13]([O:15][CH2:16][C:17]1[CH:22]=[CH:21][CH:20]=[CH:19][CH:18]=1)=[O:14])[C@H:2]([C@H:7]([CH2:9][C:10]([OH:12])=[O:11])[OH:8])[CH2:3][CH:4]([CH3:6])[CH3:5].[C:23](=O)([O-])[O-].[Cs+].[Cs+]>CO>[NH:1]([C:13]([O:15][CH2:16][C:17]1[CH:22]=[CH:21][CH:20]=[CH:19][CH:18]=1)=[O:14])[C@H:2]([C@H:7]([CH2:9][C:10]([O:12][CH3:23])=[O:11])[OH:8])[CH2:3][CH:4]([CH3:6])[CH3:5] |f:1.2.3|. Reported procedure: 250 mg of Z-Sta-OH(cf. stage 1.12) are dissolved in 4 ml of 90% strength methanol. 1 ml of a 20% aqueous cesium carbonate solution is added to the solution, and the solvent is then removed in a rotary evaporator. The residue is twice dissolved in 2.5 ml of DMF and each time the DMF is removed again in a rotary evaporator. The residue is dried in a high vacuum, then dissolved in 2.5 ml of DMF and 55 μl of methyl iodide are added to the solution. The whole is stirred for 18 hours at 25° C., the so...